From a dataset of the Open Reaction Database (ORD), a public repository of structured organic reaction records. describe an organic reaction: reactants, conditions, products, and yield Reactants: BrC=1C=NN2C1N=C(C=C2)N2CCN(CC2)C(=O)OC(C)C (isopropyl 4-(3-bromopyrazolo[1,5-a]pyrimidin-5-yl)piperazine-1-carboxylate), C(C)OC1=NC=CC=C1B(O)O ((2-ethoxypyridin-3-yl)boronic acid), C(=O)([O-])[O-].[K+].[K+] (K2CO3), P(PPh3)4, CC#N (MeCN). Solvent: O (water), CCOC(=O)C (EtOAc). Run at temperature 85 celsius. Product: C(C)OC1=NC=CC=C1C=1C=NN2C1N=C(C=C2)N2CCN(CC2)C(=O)OC(C)C (Isopropyl 4-(3-(2-ethoxypyridin-3-yl)pyrazolo[1,5-a]pyrimidin-5-yl)piperazine-1-carboxylate). Isolated yield 68.1%. RXN SMILES: Br[C:2]1[CH:3]=[N:4][N:5]2[CH:10]=[CH:9][C:8]([N:11]3[CH2:16][CH2:15][N:14]([C:17]([O:19][CH:20]([CH3:22])[CH3:21])=[O:18])[CH2:13][CH2:12]3)=[N:7][C:6]=12.[CH2:23]([O:25][C:26]1[C:31](B(O)O)=[CH:30][CH:29]=[CH:28][N:27]=1)[CH3:24].C([O-])([O-])=O.[K+].[K+].CC#N>CCOC(C)=O.O>[CH2:23]([O:25][C:26]1[C:31]([C:2]2[CH:3]=[N:4][N:5]3[CH:10]=[CH:9][C:8]([N:11]4[CH2:16][CH2:15][N:14]([C:17]([O:19][CH:20]([CH3:22])[CH3:21])=[O:18])[CH2:13][CH2:12]4)=[N:7][C:6]=23)=[CH:30][CH:29]=[CH:28][N:27]=1)[CH3:24] |f:2.3.4|. Procedure: To a 1 liter round bottom flask was added 15.00 g (40.76 mmol) of isopropyl 4-(3-bromopyrazolo[1,5-a]pyrimidin-5-yl)piperazine-1-carboxylate, 8.85 g (52.99 mmol) of (2-ethoxypyridin-3-yl)boronic acid, 14.06 g (101.90 mmol) of K2CO3, 1.41 g (1.22 mmol) of P(PPh3)4, and a stirring rod. After adding all the solids, 200 ml of MeCN was added, followed by the addition of 100 mL of water. The reaction flask was plunged into an oil bath pre-heated to 85° C., and stirred vigorously. This reaction was set... RXN SMILES: [CH3:1][N:2]([CH:3]=[N:5][S:6](=[O:7])(=[O:8])[c:9]1[c:10](-[c:15]2[c:16]([CH2:26][N:27]([S:28](=[O:29])(=[O:30])[c:31]3[s:32][cH:33][cH:34][cH:35]3)[CH2:36][c:37]3[cH:38][cH:39][cH:40][cH:41][cH:42]3)[c:17]([O:21][CH2:22][CH2:23][O:24][CH3:25])[cH:18][cH:19][cH:20]2)[cH:11][cH:12][cH:13][cH:14]1)[CH3:4].[CH3:48][CH2:49][OH:50].[ClH:51].[Na+:43].[OH:44][C:45](=[O:46])[O-:47]>>[NH2:5][S:6](=[O:7])(=[O:8])[c:9]1[c:10](-[c:15]2[c:16]([CH2:26][N:27]([S:28](=[O:29])(=[O:30])[c:31]3[s:32][cH:33][cH:34][cH:35]3)[CH2:36][c:37]3[cH:38][cH:39][cH:40][cH:41][cH:42]3)[c:17]([O:21][CH2:22][CH2:23][O:24][CH3:25])[cH:18][cH:19][cH:20]2)[cH:11][cH:12][cH:13][cH:14]1. Starting materials: COCCOc1cccc(-c2ccccc2S(=O)(=O)N=CN(C)C)c1CN(Cc1ccccc1)S(=O)(=O)c1cccs1, CCO, Cl, [Na+], O=C([O-])O. The product is COCCOc1cccc(-c2ccccc2S(N)(=O)=O)c1CN(Cc1ccccc1)S(=O)(=O)c1cccs1. The reactants are BrC1=C(C=C(C=C1C)C(C)(C)C)C (2-bromo-1,3-dimethyl-5-tertiary-butylbenzene), F (hydrogen fluoride). Solvent: C1(=CC(=CC=C1)C)C (meta-xylene). Product: BrC1=C(C=CC=C1C)C (2-bromo-1,3-dimethylbenzene), CC1=CC(=CC(=C1)C(C)(C)C)C (1,3-dimethyl-5-tertiary-butylbenzene). Reaction SMILES: [Br:1][C:2]1[C:7]([CH3:8])=[CH:6][C:5]([C:9]([CH3:12])([CH3:11])[CH3:10])=[CH:4][C:3]=1[CH3:13].F>C1(C)C=CC=C(C)C=1>[Br:1][C:2]1[C:7]([CH3:8])=[CH:6][CH:5]=[CH:4][C:3]=1[CH3:13].[CH3:8][C:7]1[CH:6]=[C:5]([C:9]([CH3:11])([CH3:10])[CH3:12])[CH:4]=[C:3]([CH3:13])[CH:2]=1. Reported procedure: contacting the 2-bromo-1,3-dimethyl-5-tertiary-butylbenzene with meta-xylene in the presence of hydrogen fluoride at a temperature of from about 30° C. to about 60° C. and a pressure of from about 20 psig to about 100 psig to form 2-bromo-1,3-dimethylbenzene and 1,3-dimethyl-5-tertiary-butylbenzene; The reactants are CC(C)(C)OC(=O)NCCNC(=O)c1cc2c(ccc3cnc(Nc4cccc(S(N)(=O)=O)c4)nc32)s1, CS(C)=O, ClCCl, O=C(O)C(F)(F)F, O=C(O)C(F)(F)F, O. The product is NCCNC(=O)c1cc2c(ccc3cnc(Nc4cccc(S(N)(=O)=O)c4)nc32)s1. Reaction SMILES: [C:1]([O:2][C:3](=[O:4])[NH:7][CH2:8][CH2:9][NH:10][C:11](=[O:12])[c:13]1[cH:14][c:15]2[c:16]([cH:17][cH:18][c:19]3[cH:20][n:21][c:22]([NH:25][c:26]4[cH:27][c:28]([S:32]([NH2:33])(=[O:34])=[O:35])[cH:29][cH:30][cH:31]4)[n:23][c:24]23)[s:36]1)([CH3:5])([CH3:6])[CH3:37].[CH3:56][S:57]([CH3:58])=[O:59].[Cl:45][CH2:46][Cl:47].[F:38][C:39]([F:40])([F:41])[C:42]([OH:43])=[O:44].[F:49][C:50]([F:51])([F:52])[C:53]([OH:54])=[O:55].[OH2:48]>>[NH2:7][CH2:8][CH2:9][NH:10][C:11](=[O:12])[c:13]1[cH:14][c:15]2[c:16]([cH:17][cH:18][c:19]3[cH:20][n:21][c:22]([NH:25][c:26]4[cH:27][c:28]([S:32]([NH2:33])(=[O:34])=[O:35])[cH:29][cH:30][cH:31]4)[n:23][c:24]23)[s:36]1. RXN SMILES: [CH3:1][N:2]1[C:11]2[C:6](=[CH:7][CH:8]=[CH:9][CH:10]=2)[C:5](=[O:12])[C:4](=[CH:13]N(C)C)[C:3]1=[O:17].[OH2:18]>>[CH3:1][N:2]1[C:11]2[C:6](=[CH:7][CH:8]=[CH:9][CH:10]=2)[C:5]([OH:12])=[C:4]([CH:13]=[O:18])[C:3]1=[O:17]. The reactants are CN1C(C(C(C2=CC=CC=C12)=O)=CN(C)C)=O (1-methyl-3-dimethylaminomethylene-(1H)-quinolin-2,4-dione), O (water). The product is CN1C(C(=C(C2=CC=CC=C12)O)C=O)=O (1 -methyl-3-formyl-4-hydroxy-2(1H)-quinolinone). Procedure: The product from Step (1) was dissolved in distilled water (50 ml) by gentle warming and then the resulting solution was filtered. The clear filtrate was cooled in an ice bath and acidified to pH3 with mineral acid. The resulting crystalline precipitate was washed with water and dried to give 1 -methyl-3-formyl-4-hydroxy-2(1H)-quinolinone. That the expected product was obtained was confirmed by the spectral data. MS: m/e 203 (M+); NMR (CDCl3): δ3.6 (s, 3H, NCH3), 10.28 (s, 1H, CHO) ppm. The reactants are COC=1C=CC(=C2C=C(OC21)COC)C(=O)O (7-methoxy-2-methoxymethylbenzofuran-4-carboxylic acid), CC1=NOC(=C1N)C (3,5-dimethylisoxazol-4-ylamine). The product is CC1=NOC(=C1NC(=O)C=1C=CC(=C2C1C=C(O2)COC)OC)C (7-Methoxy-2-methoxymethylbenzofuran-4-carboxylic Acid (3,5-dimethylisoxazol-4-yl)-amide). Isolated yield 69.4%. Reaction SMILES: [CH3:1][O:2][C:3]1[CH:4]=[CH:5][C:6]([C:15]([OH:17])=O)=[C:7]2[C:11]=1[O:10][C:9]([CH2:12][O:13][CH3:14])=[CH:8]2.[CH3:18][C:19]1[C:23]([NH2:24])=[C:22]([CH3:25])[O:21][N:20]=1>>[CH3:18][C:19]1[C:23]([NH:24][C:15]([C:6]2[CH:5]=[CH:4][C:3]([O:2][CH3:1])=[C:11]3[O:10][C:9]([CH2:12][O:13][CH3:14])=[CH:8][C:7]=23)=[O:17])=[C:22]([CH3:25])[O:21][N:20]=1. Procedure details: Starting from 7-methoxy-2-methoxymethylbenzofuran-4-carboxylic acid (0.19 g) and 3,5-dimethylisoxazol-4-ylamine (88 mg). Purification by column chromatography on silica eluting with ethyl acetate afforded the title compound as a cream solid (0.18 g).